This data is from the Open Reaction Database (ORD), a public repository of structured organic reaction records. The task is: describe an organic reaction: reactants, conditions, products, and yield Starting materials: CCCCC, CO, CC12C=CC(=O)C=C1CCC1C3CC(O)C(O)(C(=O)CCl)C3(C)CC(O)C12F, C=C(C=[N+]=[N-])c1ccccc1. The product is C=C(COC1CC2C3CCC4=CC(=O)C=CC4(C)C3(F)C(O)CC2(C)C1(O)C(=O)CCl)c1ccccc1. RXN SMILES: [CH3:40][CH2:41][CH2:42][CH2:43][CH3:44].[CH3:45][OH:46].[Cl:12][CH2:13][C:14]([C:15]1([OH:38])[CH:16]([OH:37])[CH2:17][CH:18]2[CH:19]3[CH2:20][CH2:21][C:22]4=[CH:23][C:24](=[O:36])[CH:25]=[CH:26][C:27]4([CH3:28])[C:29]3([F:35])[CH:30]([OH:34])[CH2:31][C:32]12[CH3:33])=[O:39].[c:1]1([C:7](=[CH2:8])[CH:9]=[N+:10]=[N-:11])[cH:2][cH:3][cH:4][cH:5][cH:6]1>>[c:1]1([C:7](=[CH2:8])[CH2:9][O:37][CH:16]2[C:15]([C:14]([CH2:13][Cl:12])=[O:39])([OH:38])[C:32]3([CH3:33])[CH:18]([CH2:17]2)[CH:19]2[CH2:20][CH2:21][C:22]4=[CH:23][C:24](=[O:36])[CH:25]=[CH:26][C:27]4([CH3:28])[C:29]2([F:35])[CH:30]([OH:34])[CH2:31]3)[cH:2][cH:3][cH:4][cH:5][cH:6]1.